From a dataset of the Open Reaction Database (ORD), a public repository of structured organic reaction records. describe an organic reaction: reactants, conditions, products, and yield Reactants: ClC1=CC=C(C=C1)NC(C(C(=O)OCC)=S(=O)(C)C)=O (ethyl 3-[(4-chlorophenyl)amino]-2-(dimethyloxosulfuranylidene)-3-oxopropanoate), Compound 205, Cl (hydrogen chloride). Run in C(Cl)(Cl)Cl (chloroform). Reaction conditions: time 2 hour. Yields the product ClC1=CC=C(C=C1)NC(C(C(=O)OCC)Cl)=O (ethyl 3-[(4-chlorophenyl)amino]-2-chloro-3-oxopropanoate). RXN SMILES: [Cl:1][C:2]1[CH:7]=[CH:6][C:5]([NH:8][C:9](=[O:20])[C:10](=S(C)(C)=O)[C:11]([O:13][CH2:14][CH3:15])=[O:12])=[CH:4][CH:3]=1.[ClH:21]>C(Cl)(Cl)Cl>[Cl:1][C:2]1[CH:7]=[CH:6][C:5]([NH:8][C:9](=[O:20])[CH:10]([Cl:21])[C:11]([O:13][CH2:14][CH3:15])=[O:12])=[CH:4][CH:3]=1. Procedure: A solution of 1.5 grams (0.05 mole) of ethyl 3-[(4-chlorophenyl)amino]-2-(dimethyloxosulfuranylidene)-3-oxopropanoate prepared in Example XLVII (Compound 205) in 25 milliliters of chloroform was stirred at room temperature for two hours while passing in a flow of anhydrous hydrogen chloride. After ceasing the gas feed the solution was stirred at ambient temperature for about 64 hours after which the solvent was removed under reduced pressure. Flash chromatography of the residue, eluting with hex... Starting materials: CN(C)CCCN, O=C(Cl)c1ccc(-n2nc3c4ccccc4[nH]c(C4CC4)c-3c2=O)cc1, C1CCOC1. Yields the product CN(C)CCCNC(=O)c1ccc(-n2nc3c4ccccc4[nH]c(C4CC4)c-3c2=O)cc1. Reaction SMILES: [CH3:27][N:28]([CH2:29][CH2:30][CH2:31][NH2:32])[CH3:33].[CH:1]1([c:4]2[nH:5][c:6]3[cH:7][cH:8][cH:9][cH:10][c:11]3[c:12]3[n:16][n:15](-[c:17]4[cH:18][cH:19][c:20]([C:21](=[O:22])[Cl:23])[cH:24][cH:25]4)[c:14](=[O:26])[c:13]2-3)[CH2:2][CH2:3]1.[O:34]1[CH2:35][CH2:36][CH2:37][CH2:38]1>>[CH:1]1([c:4]2[nH:5][c:6]3[cH:7][cH:8][cH:9][cH:10][c:11]3[c:12]3[n:16][n:15](-[c:17]4[cH:18][cH:19][c:20]([C:21](=[O:22])[NH:32][CH2:31][CH2:30][CH2:29][N:28]([CH3:27])[CH3:33])[cH:24][cH:25]4)[c:14](=[O:26])[c:13]2-3)[CH2:2][CH2:3]1. RXN SMILES: C(C1C=CC=CC=1)C.N([O:11][C:12](C)(C)[CH3:13])=O.ON1C(=O)C2=CC=CC=C2C1=O.C(=NO)(C1C=CC=CC=1)C.[N+](C(C1C=CC=CC=1)C)([O-])=O.[C:49]([C:52]1[CH:57]=[CH:56][CH:55]=[CH:54][CH:53]=1)(=[O:51])[CH3:50]>C(O)(=O)C>[C:12]([O:51][CH:49]([CH3:50])[C:52]1[CH:57]=[CH:56][CH:55]=[CH:54][CH:53]=1)(=[O:11])[CH3:13]. Run at temperature 100 celsius, time 20 hour. The product is C(C)(=O)OC(C1=CC=CC=C1)C (α-methylbenzyl acetate). Solvent: C(C)(=O)O (acetic acid). Starting materials: C(C)(=O)C1=CC=CC=C1 (acetophenone), C(C)(C1=CC=CC=C1)=NO (acetophenone oxime), [N+](=O)([O-])C(C)C1=CC=CC=C1 ((1-nitroethyl)benzene), C(C)C1=CC=CC=C1 (Ethylbenzene), N(=O)OC(C)(C)C (t-butyl nitrite), ON1C(C=2C(C1=O)=CC=CC2)=O (N-hydroxyphthalimide). Reported procedure: Ethylbenzene (1 ml), t-butyl nitrite (1 mmol), N-hydroxyphthalimide (0.2 mmol), and acetic acid (1 ml) were placed in a flask and were stirred at 100° C. in an atmosphere of argon gas (1 atm=0.101 MPa) for 20 hours. The resulting reaction mixture was analyzed to find that acetophenone oxime, (1-nitroethyl)benzene, acetophenone, and α-methylbenzyl acetate were formed in yields of 32%, 5%, 23%, and 15%, respectively.